From a dataset of the Open Reaction Database (ORD), a public repository of structured organic reaction records. describe an organic reaction: reactants, conditions, products, and yield Reactants: CC(c1ccccc1)C(NC(=O)OC(C)(C)C)c1ncc(-c2ccc(I)cc2F)[nH]1, O=C([O-])[O-], CCO, Cc1ccccc1, CCOC(C)=O, OB(O)C1CC1, [K+], [K+], O. The product is CC(c1ccccc1)C(NC(=O)OC(C)(C)C)c1ncc(-c2ccccc2F)[nH]1. RXN SMILES: [C:1]([CH3:2])([CH3:3])([CH3:4])[O:5][C:6]([NH:7][CH:8]([CH:9]([CH3:10])[c:11]1[cH:12][cH:13][cH:14][cH:15][cH:16]1)[c:17]1[nH:18][c:19](-[c:22]2[c:23]([F:29])[cH:24][c:25]([I:28])[cH:26][cH:27]2)[cH:20][n:21]1)=[O:30].[C:41](=[O:42])([O-:43])[O-:44].[CH2:31]([OH:32])[CH3:33].[CH3:47][c:48]1[cH:49][cH:50][cH:51][cH:52][cH:53]1.[CH3:54][CH2:55][O:56][C:57](=[O:58])[CH3:59].[CH:35]1([B:36]([OH:37])[OH:38])[CH2:39][CH2:40]1.[K+:45].[K+:46].[OH2:34]>>[C:1]([CH3:2])([CH3:3])([CH3:4])[O:5][C:6]([NH:7][CH:8]([CH:9]([CH3:10])[c:11]1[cH:12][cH:13][cH:14][cH:15][cH:16]1)[c:17]1[nH:18][c:19](-[c:22]2[c:23]([F:29])[cH:24][cH:25][cH:26][cH:27]2)[cH:20][n:21]1)=[O:30]. Reactants: Cl.S1C=C(C=C1)C(=O)CN (N-[(3-thienylcarbonyl)methyl]amine hydrochloride), C([O-])(O)=O.[Na+] (sodium bicarbonate), C(C1=CC=CC=C1)(=O)Cl (benzoyl chloride). The product is C(C1=CC=CC=C1)(=O)NCC(=O)C1=CSC=C1 (N-benzoyl-N-[(3-thienylcarbonyl)methyl]amine). The yield is 95.1%. RXN SMILES: Cl.[S:2]1[CH:6]=[CH:5][C:4]([C:7]([CH2:9][NH2:10])=[O:8])=[CH:3]1.C(=O)(O)[O-].[Na+].[C:16](Cl)(=[O:23])[C:17]1[CH:22]=[CH:21][CH:20]=[CH:19][CH:18]=1>>[C:16]([NH:10][CH2:9][C:7]([C:4]1[CH:5]=[CH:6][S:2][CH:3]=1)=[O:8])(=[O:23])[C:17]1[CH:22]=[CH:21][CH:20]=[CH:19][CH:18]=1 |f:0.1,2.3|. Procedure details: 4 g of N-[(3-thienylcarbonyl)methyl]amine hydrochloride, 8 g of sodium bicarbonate and 3.6 g of benzoyl chloride are treated in the same manner as described in Preparation 1-(3). 5.25 g of N-benzoyl-N-[(3-thienylcarbonyl)methyl]amine are thereby obtained. Reactants: CN1CC2=C(NC=3C=CC=CC23)CC1 (2,3,4,5-tetrahydro-2-methyl-1H-pyrido[4,3-b]indole), C(=C)C1=NC=CC=C1 (2-vinylpyridine), [Na] (sodium), FC(C(=O)[O-])(F)F (trifluoroacetate). The reagents and catalysts are [O-]S(=O)(=O)[O-].[Cu+2] (CuSO4). Run in C(C)O (ethanol). The product is CN1CC2=C(N(C=3C=CC=CC23)CCC2=NC=CC=C2)CC1 (2,3,4,5-tetrahydro-2-methyl-5-(2-(pyridin-2-yl)ethyl)-1H-pyrido[4,3-b]indole). The yield is 20.6%. As a reaction SMILES: [CH3:1][N:2]1[CH2:14][CH2:13][C:5]2[NH:6][C:7]3[CH:8]=[CH:9][CH:10]=[CH:11][C:12]=3[C:4]=2[CH2:3]1.[CH:15]([C:17]1[CH:22]=[CH:21][CH:20]=[CH:19][N:18]=1)=[CH2:16].[Na].FC(F)(F)C([O-])=O>C(O)C.[O-]S([O-])(=O)=O.[Cu+2]>[CH3:1][N:2]1[CH2:14][CH2:13][C:5]2[N:6]([CH2:16][CH2:15][C:17]3[CH:22]=[CH:21][CH:20]=[CH:19][N:18]=3)[C:7]3[CH:8]=[CH:9][CH:10]=[CH:11][C:12]=3[C:4]=2[CH2:3]1 |f:5.6,^1:22|. Reported procedure: The title compound was prepared according to General Method 3. 2,3,4,5-Tetrahydro-2-methyl-5-(2-(pyridin-2-yl)ethyl)-1H-pyrido[4,3-b]indole was prepared from 2,3,4,5-tetrahydro-2-methyl-1H-pyrido[4,3-b]indole (See Example 3) (200 mg, 1 mmol), 2-vinylpyridine (0.26 mg, 2.5 mmol), sodium (5 mg, 0.21 g atom) and CuSO4 (5 mg, catalytic) in ethanol (4 mL) at 120° C. for 16 h (overnight) to obtain 60 mg of 2,3,4,5-tetrahydro-2-methyl-5-(2-(pyridin-2-yl)ethyl)-1H-pyrido[4,3-b]indole as a trifluoroaceta... Reactants: COC(C(C1=CC=C(C=C1)O)=O)=O (4-hydroxy-alpha-oxobenzeneacetic acid methyl ester), [H-].[Na+] (sodium hydride), C1=C(C=CC2=CC=CC=C12)C(=O)CBr (bromomethyl 2-naphthyl ketone). The solvent is CN(C=O)C (dimethylformamide). Conditions: time 3 hour. The product is COC(C(C1=CC=C(C=C1)OCC(=O)C1=CC2=CC=CC=C2C=C1)=O)=O (4-[2-(2-naphthalenyl)-2-oxoethoxy]-alpha-oxobenzeneacetic acid methyl ester). Yield: 64.1%. RXN SMILES: [CH3:1][O:2][C:3](=[O:13])[C:4](=[O:12])[C:5]1[CH:10]=[CH:9][C:8]([OH:11])=[CH:7][CH:6]=1.[H-].[Na+].[CH:16]1[C:25]2[C:20](=[CH:21][CH:22]=[CH:23][CH:24]=2)[CH:19]=[CH:18][C:17]=1[C:26]([CH2:28]Br)=[O:27]>CN(C)C=O>[CH3:1][O:2][C:3](=[O:13])[C:4](=[O:12])[C:5]1[CH:10]=[CH:9][C:8]([O:11][CH2:28][C:26]([C:17]2[CH:18]=[CH:19][C:20]3[C:25](=[CH:24][CH:23]=[CH:22][CH:21]=3)[CH:16]=2)=[O:27])=[CH:7][CH:6]=1 |f:1.2|. Procedure details: A solution of 4-hydroxy-alpha-oxobenzeneacetic acid methyl ester (0.50 g) in 5 mL of dimethylformamide was treated with 60% sodium hydride (0.112 g) and after 20 minutes, bromomethyl 2-naphthyl ketone (0.70 g) was added. The reaction mixture was stirred 3 hours at room temperature, was quenched with 0.1 mL of acetic acid and was diluted with ethyl acetate (75 mL). The mixture was washed with water (1 x 25 mL) and brine (1×25 mL), dried (MgSO4) and chromatographed over 100 g of silica gel, elutin... Starting materials: ClC=1C=C(C=CC1)[C@H]1C[C@](C(N([C@@H]1C1=CC=C(C=C1)Cl)[C@H](C(=O)OC(C)(C)C)CC)=O)(C)CC#N ((S)-tert-butyl 2-((3R,5R,6S)-5-(3-chlorophenyl)-6-(4-chlorophenyl)-3-(cyanomethyl)-3-methyl-2-oxopiperidin-1-yl)butanoate), [N-]=[N+]=[N-].[Na+] (sodium azide), [NH4+].[Cl-] (NH4Cl). Run in CN(C)C=O (DMF). Conditions: temperature 90 celsius, time 5 day. Product: N1N=NN=C1C[C@@]1(C(N([C@@H]([C@H](C1)C1=CC(=CC=C1)Cl)C1=CC=C(C=C1)Cl)[C@H](C(=O)OC(C)(C)C)CC)=O)C ((S)-tert-butyl 2-((3R,5R,6S)-3-((1H-tetrazol-5-yl)methyl)-5-(3-chlorophenyl)-6-(4-chlorophenyl)-3-methyl-2-oxopiperidin-1-yl)butanoate). RXN SMILES: [Cl:1][C:2]1[CH:3]=[C:4]([C@@H:8]2[C@@H:13]([C:14]3[CH:19]=[CH:18][C:17]([Cl:20])=[CH:16][CH:15]=3)[N:12]([C@@H:21]([CH2:29][CH3:30])[C:22]([O:24][C:25]([CH3:28])([CH3:27])[CH3:26])=[O:23])[C:11](=[O:31])[C@:10]([CH2:33][C:34]#[N:35])([CH3:32])[CH2:9]2)[CH:5]=[CH:6][CH:7]=1.[N-:36]=[N+:37]=[N-:38].[Na+].[NH4+].[Cl-]>CN(C=O)C>[NH:36]1[C:34]([CH2:33][C@@:10]2([CH3:32])[CH2:9][C@H:8]([C:4]3[CH:5]=[CH:6][CH:7]=[C:2]([Cl:1])[CH:3]=3)[C@@H:13]([C:14]3[CH:19]=[CH:18][C:17]([Cl:20])=[CH:16][CH:15]=3)[N:12]([C@@H:21]([CH2:29][CH3:30])[C:22]([O:24][C:25]([CH3:28])([CH3:27])[CH3:26])=[O:23])[C:11]2=[O:31])=[N:35][N:38]=[N:37]1 |f:1.2,3.4|. Procedure details: To a solution of (S)-tert-butyl 2-((3R,5R,6S)-5-(3-chlorophenyl)-6-(4-chlorophenyl)-3-(cyanomethyl)-3-methyl-2-oxopiperidin-1-yl)butanoate (101 mg, 0.196 mmol; Example 128, Step B) in DMF (0.50 mL) was added sodium azide (127 mg, 1.96 mmol) and NH4Cl (105 mg, 1.96 mmol). The resulting mixture was stirred at 90° C. for 5 days. Then, the reaction was quenched (aq. 10% citric acid), extracted (2×EtOAc), and washed (3×sat. aq. NaCl solution). The combined organic layer was dried (Na2SO4) and concent...